Dataset: the Open Reaction Database (ORD), a public repository of structured organic reaction records. Task: describe an organic reaction: reactants, conditions, products, and yield Reactants: BrC=1C=C(C[C@](N=C(C2=CC=CC=C2)C2=CC=CC=C2)(C(=O)OC)C)C=CC1 (methyl 3-bromo-N-(diphenylmethylene)-α-methylphenylalaninate), Cl (HCl). Run in CO (MeOH), C1CCOC1 (THF). Conditions: time 5 minute. The product is N (NH3), BrC=1C=C(C[C@](N)(C(=O)OC)C)C=CC1 (methyl 3-bromo-α-methylphenylalaninate). As a reaction SMILES: [Br:1][C:2]1[CH:3]=[C:4]([CH:26]=[CH:27][CH:28]=1)[CH2:5][C@@:6]([CH3:25])([C:21]([O:23][CH3:24])=[O:22])[N:7]=C(C1C=CC=CC=1)C1C=CC=CC=1.Cl>CO.C1COCC1>[NH3:7].[Br:1][C:2]1[CH:3]=[C:4]([CH:26]=[CH:27][CH:28]=1)[CH2:5][C@@:6]([CH3:25])([C:21]([O:23][CH3:24])=[O:22])[NH2:7]. Reported procedure: To a solution of methyl 3-bromo-N-(diphenylmethylene)-α-methylphenylalaninate (2.95 g, 6.76 mmol) in MeOH (25 mL) and THF (25 mL) was added 6N HCl (3.4 mL, 20.3 mmol) and the reaction mixture was stirred at RT for 5 min, concentrated in vacuo and purified by ion exchange chromatography (SCX, 25 g, then 50 g, MeOH then 2M NH3 in MeOH) to provide methyl 3-bromo-α-methylphenylalaninate.